From a dataset of the Open Reaction Database (ORD), a public repository of structured organic reaction records. describe an organic reaction: reactants, conditions, products, and yield Solvent: C(C)(=O)OCC.CCCCCC (ethyl acetate n-hexane), O (water). Reaction SMILES: C([O:5][C:6](=[O:18])[CH2:7][C@H:8]1[CH2:13][C@@H:12]([CH2:14][OH:15])[O:11][C:10]([CH3:17])([CH3:16])[O:9]1)(C)(C)C.CO.[OH-].[Na+].Cl>C(OCC)(=O)C.CCCCCC.O>[OH:15][CH2:14][C@H:12]1[O:11][C:10]([CH3:16])([CH3:17])[O:9][C@@H:8]([CH2:7][C:6]([OH:18])=[O:5])[CH2:13]1 |f:2.3,5.6|. The reactants are Cl (hydrochloric acid), C(C)(C)(C)OC(C[C@@H]1OC(O[C@@H](C1)CO)(C)C)=O (tert-Butyl-2-[(4R,6S)-6-hydroxymethyl-2,2-dimethyl-[1,3]dioxan-4-yl]acetate), CO (methanol), [OH-].[Na+] (sodium hydroxide). The product is OC[C@@H]1C[C@@H](OC(O1)(C)C)CC(=O)O ([(4R,6S)-6-hydroxymethyl-2,2-dimethyl-[1,3]dioxan-4-yl]-acetic acid). Conditions: time 8 hour. The yield is 102.0%. Procedure details: tert-Butyl-2-[(4R,6S)-6-hydroxymethyl-2,2-dimethyl-[1,3]dioxan-4-yl]acetate (100.0 g), methanol (700.0 mL), water (100.0 mL), and sodium hydroxide (30.7 g) were added to a reactor. The reaction mixture was stirred at 40˜50° C. for over 8 hours. The reaction was monitored with thin layer chromatography (ethyl acetate/n-hexane=1:1). The reaction mixture was cooled to 15˜20° C. and then the pH of the reaction mixture was adjusted to 4.0˜4.2 using 6N hydrochloric acid solution. The reaction mixture ... Starting materials: CC(=O)OCC1OC(O)C(OC(C)=O)C(OC(C)=O)C1OC(C)=O, CCOC(=O)N=NC(=O)OCC, C1CCOC1, c1ccc(P(c2ccccc2)c2ccccc2)cc1. Product: O=P(c1ccccc1)(c1ccccc1)c1ccccc1. RXN SMILES: [C:1]([O:2][CH:4]1[CH:5]([O:6][C:7](=[O:8])[CH3:9])[CH:10]([O:11][C:12](=[O:13])[CH3:14])[CH:15]([CH2:16][O:17][C:18](=[O:19])[CH3:20])[O:21][CH:22]1[OH:23])(=[O:3])[CH3:24].[O:44]=[C:45]([O:46][CH2:47][CH3:48])[N:49]=[N:50][C:51]([O:52][CH2:53][CH3:54])=[O:55].[O:56]1[CH2:57][CH2:58][CH2:59][CH2:60]1.[c:25]1([P:31]([c:32]2[cH:33][cH:34][cH:35][cH:36][cH:37]2)[c:38]2[cH:39][cH:40][cH:41][cH:42][cH:43]2)[cH:26][cH:27][cH:28][cH:29][cH:30]1>>[O:3]=[P:31]([c:25]1[cH:26][cH:27][cH:28][cH:29][cH:30]1)([c:32]1[cH:33][cH:34][cH:35][cH:36][cH:37]1)[c:38]1[cH:39][cH:40][cH:41][cH:42][cH:43]1. The reactants are ClC1=C(C(=CC=C1)Cl)CC#N (2,6-dichlorophenylacetonitrile), ( IV ), [Na] (sodium), C(C)OCCO (2-ethoxyethanol). Run in C(=O)(O)[O-].[Na+] (NaHCO3). The product is ClC1=C(C(=CC=C1)Cl)CC(=O)N (2,6-dichlorophenylacetamide). As a reaction SMILES: [Na].[Cl:2][C:3]1[CH:8]=[CH:7][CH:6]=[C:5]([Cl:9])[C:4]=1[CH2:10][C:11]#[N:12].C([O:15]CCO)C>C([O-])(O)=O.[Na+]>[Cl:2][C:3]1[CH:8]=[CH:7][CH:6]=[C:5]([Cl:9])[C:4]=1[CH2:10][C:11]([NH2:12])=[O:15] |f:3.4,^1:0|. Procedure: Alternative Conditions. To a solution of sodium (169 mg, 7.35 mmol) dissolved in 2-ethoxyethanol (7.0 mL) was added 2,6-dichlorophenylacetonitrile (1.40 g, 7.53 mmol) and (IV) (502 mg, 3.66 mmol), and the mixture was then stirred at reflux for 30 minutes. The resulting solution was diluted with aqueous NaHCO3 (50 mL) and extracted with EtOAc (3×50 mL). The solvents were removed under reduced pressure, then chromatography of the residue on silica gel, eluting with 2-3% MeOH/CH2Cl2, gave firstly a... Reactants: C(C1=CC=CC=C1)OC(C[C@H](C(=O)N[C@@H](C(C)(C)C)C(NC)=O)C1=CN(C=C1)C1=CC=C(C=C1)F)=O (N-[2,2-dimethyl-1(S)-(methylcarbamoyl)propyl]-3 (S)-[1-(4-fluorophenyl)-1H-pyrrol-3-yl]succinamic acid benzyl ester), CC(C)(C)OC (MTBE). Solvent: CCO (EtOH). The product is CC([C@@H](C(NC)=O)NC([C@@H](CC(=O)O)C1=CN(C=C1)C1=CC=C(C=C1)F)=O)(C)C (N-[2,2- dimethyl-1(S)-(methylcarbamoyl)propyl]-3(S)-[1-(4-fluorophenyl)-1H-pyrrol-3-yl]succinamic acid). Reaction SMILES: C([O:8][C:9](=[O:36])[CH2:10][C@@H:11]([C:24]1[CH:28]=[CH:27][N:26]([C:29]2[CH:34]=[CH:33][C:32]([F:35])=[CH:31][CH:30]=2)[CH:25]=1)[C:12]([NH:14][C@H:15]([C:20](=[O:23])[NH:21][CH3:22])[C:16]([CH3:19])([CH3:18])[CH3:17])=[O:13])C1C=CC=CC=1.CC(OC)(C)C>CCO>[CH3:17][C:16]([CH3:19])([CH3:18])[C@H:15]([NH:14][C:12](=[O:13])[C@H:11]([C:24]1[CH:28]=[CH:27][N:26]([C:29]2[CH:34]=[CH:33][C:32]([F:35])=[CH:31][CH:30]=2)[CH:25]=1)[CH2:10][C:9]([OH:36])=[O:8])[C:20](=[O:23])[NH:21][CH3:22]. Procedure details: As described in Example 1(a), N-[2,2-dimethyl-1(S)-(methylcarbamoyl)propyl]-3 (S)-[1-(4-fluorophenyl)-1H-pyrrol-3-yl]succinamic acid benzyl ester was hydrogenolyzed in EtOH after 1.5 hours. Trituration with MTBE/hex gave in quantitative yield N-[2,2- dimethyl-1(S)-(methylcarbamoyl)propyl]-3(S)-[1-(4-fluorophenyl)-1H-pyrrol-3-yl]succinamic acid as a colorless amorphous solid. 1H NMR: δ7.27-7.23 (m, 2H), 7.07 (t, 2H, J=8.6 Hz), 6.90-6.89 (m, 2H), 6.21 (t, 1H, J=2.2 Hz), 6.13-6.10 (m, 1H), 4.24 (d,... Reactants: ClC1=C(C=NC2=C(C=CC=C12)[N+](=O)[O-])C(=O)OCC (4-chloro-3-ethoxycarbonyl-8-nitroquinoline), C(C)(C)(C)OC(=O)NN (tert-butoxycarbonylhydrazine). Run in O1CCOCC1 (dioxane). Product: C(C)(C)(C)OC(=O)N1NC2=C(C=NC=3C(=CC=CC23)[N+](=O)[O-])C1=O (2-tert-butoxycarbonyl-2,3-dihydro-6-nitro-1H-pyrazolo[4,3-c]quinolin-3-one). Isolated yield 77.8%. As a reaction SMILES: Cl[C:2]1[C:11]2[C:6](=[C:7]([N+:12]([O-:14])=[O:13])[CH:8]=[CH:9][CH:10]=2)[N:5]=[CH:4][C:3]=1[C:15]([O:17]CC)=O.[C:20]([O:24][C:25]([NH:27][NH2:28])=[O:26])([CH3:23])([CH3:22])[CH3:21]>O1CCOCC1>[C:20]([O:24][C:25]([N:27]1[C:15](=[O:17])[C:3]2[CH:4]=[N:5][C:6]3[C:7]([N+:12]([O-:14])=[O:13])=[CH:8][CH:9]=[CH:10][C:11]=3[C:2]=2[NH:28]1)=[O:26])([CH3:23])([CH3:22])[CH3:21]. Procedure details: A mixture of 4-chloro-3-ethoxycarbonyl-8-nitroquinoline (500 mg) and tert-butoxycarbonylhydrazine (283 mg) in dioxane was refluxed for 1 hour. The mixture was concentrated in vacuo to give 2-tert-butoxycarbonyl-2,3-dihydro-6-nitro-1H-pyrazolo[4,3-c]quinolin-3-one (458 mg). Product: COc1cc2c(c3c1OC(C)(C)C3)C(c1cccc(N3C(=O)c4cccnc4C3=O)c1)=NC(C)(C)C2. Reactants: COc1cc2c(c3c1OC(C)(C)C3)C(c1cccc(N)c1)=NC(C)(C)C2, CCOCC, C1CCOC1, O=C1OC(=O)c2ncccc21. Reaction SMILES: [CH3:1][O:2][c:3]1[cH:4][c:5]2[c:10]([c:11]3[c:12]1[O:13][C:14]([CH3:16])([CH3:17])[CH2:15]3)[C:9]([c:18]1[cH:19][c:20]([NH2:24])[cH:21][cH:22][cH:23]1)=[N:8][C:7]([CH3:25])([CH3:26])[CH2:6]2.[CH3:38][CH2:39][O:40][CH2:41][CH3:42].[O:43]1[CH2:44][CH2:45][CH2:46][CH2:47]1.[n:27]1[c:28]2[c:29]([cH:30][cH:31][cH:32]1)[C:33](=[O:34])[O:35][C:36]2=[O:37]>>[CH3:1][O:2][c:3]1[cH:4][c:5]2[c:10]([c:11]3[c:12]1[O:13][C:14]([CH3:16])([CH3:17])[CH2:15]3)[C:9]([c:18]1[cH:19][c:20]([N:24]3[C:33](=[O:34])[c:29]4[c:28]([n:27][cH:32][cH:31][cH:30]4)[C:36]3=[O:35])[cH:21][cH:22][cH:23]1)=[N:8][C:7]([CH3:25])([CH3:26])[CH2:6]2. The reactants are COC=1C=C(C=CC1)CCC(=O)OCC (ethyl 3-(3-methoxyphenyl)propionate), II (iodine), C(CCC)[P+](C1=CC=CC=C1)(C1=CC=CC=C1)C1=CC=CC=C1 (n-butyltriphenylphosphonium). Run in C(C)#N (acetonitrile). Yields the product IC1=C(C=C(C=C1)OC)CCC(=O)OCC (ethyl 3-(2-iodo-5-methoxyphenyl)propionate). The yield is 0.1%. As a reaction SMILES: [CH3:1][O:2][C:3]1[CH:4]=[C:5]([CH2:9][CH2:10][C:11]([O:13][CH2:14][CH3:15])=[O:12])[CH:6]=[CH:7][CH:8]=1.[I:16]I.C([P+](C1C=CC=CC=1)(C1C=CC=CC=1)C1C=CC=CC=1)CCC>C(#N)C>[I:16][C:6]1[CH:7]=[CH:8][C:3]([O:2][CH3:1])=[CH:4][C:5]=1[CH2:9][CH2:10][C:11]([O:13][CH2:14][CH3:15])=[O:12]. Reported procedure: To a solution of ester 25 (1.618 g, 7.77 mmol) in acetonitrile (100 mL), iodine (1.972 g, 7.77 mmol) and n-butyltriphenylphosphonium peroxodisulfate (6.455 g, 7.77 mmol) were added and refluxed for 45 min. The reaction mixture was cooled to room temperature and the excess of iodine was removed by dropwise addition of 1M Na2S2O3 solution. The colourless solution was transferred to a separatory funnel and the organic layer was separated and dried over Na2SO4. Evaporation of the solvent followed by...